This data is from the Open Reaction Database (ORD), a public repository of structured organic reaction records. The task is: describe an organic reaction: reactants, conditions, products, and yield Reactants: Cl.CON (methoxyamine hydrochloride), FC=1C=C(CN2C3=CC=C(C=C3C=3C[C@@H](CCC23)NC(C(C)C)=O)C=O)C=CC1 ((R)-N-[9-(3-Fluorobenzyl)-6-formyl-2,3,4,9-tetrahydro-1H-carbazol-3-yl]-isobutyramide). Solvent: N1=CC=CC=C1 (pyridine), CCOC(=O)C (EtOAc). Reaction conditions: time 18 hour. Product: FC=1C=C(CN2C3=CC=C(C=C3C=3C[C@@H](CCC23)NC(C(C)C)=O)C=NOC)C=CC1 ((R)-N-[9-(3-Fluorobenzyl)-6-(methoxyimino-methyl)-2,3,4,9-tetrahydro-1H-carbazol-3-yl]-isobutyramide). Isolated yield 10.1%. RXN SMILES: Cl.[CH3:2][O:3][NH2:4].[F:5][C:6]1[CH:7]=[C:8]([CH:31]=[CH:32][CH:33]=1)[CH2:9][N:10]1[C:22]2[CH2:21][CH2:20][C@@H:19]([NH:23][C:24](=[O:28])[CH:25]([CH3:27])[CH3:26])[CH2:18][C:17]=2[C:16]2[C:11]1=[CH:12][CH:13]=[C:14]([CH:29]=O)[CH:15]=2>N1C=CC=CC=1.CCOC(C)=O>[F:5][C:6]1[CH:7]=[C:8]([CH:31]=[CH:32][CH:33]=1)[CH2:9][N:10]1[C:22]2[CH2:21][CH2:20][C@@H:19]([NH:23][C:24](=[O:28])[CH:25]([CH3:26])[CH3:27])[CH2:18][C:17]=2[C:16]2[C:11]1=[CH:12][CH:13]=[C:14]([CH:29]=[N:4][O:3][CH3:2])[CH:15]=2 |f:0.1|. Procedure details: Add methoxyamine hydrochloride (613 mg, 7.34 mmol) to a solution of (R)-N-[9-(3-fluorobenzyl)-6-formyl-2,3,4,9-tetrahydro-1H-carbazol-3-yl]-isobutyramide (Example 200) (2.40 g, 6.11 mmol) in pyridine (40 mL). Stir the reaction mixture at room temperature for 18 h. Concentrate the reaction in-vacuo and dilute with EtOAc (175 mL). Wash the organics with water (3×75 mL), dry (MgSO4), filter, and concentrate to give the crude product (2.22 g) as a brown foam. Purify the crude product on 40 g silica ... Reactants: COC1=C(C(=O)Cl)C=C(C=C1)Cl (2-methoxy-5-chlorobenzoyl chloride), ClS(=O)(=O)O (chlorosulfonic acid), ClS(=O)(=O)O (chlorosulfonic acid), Cl.NCC1CCOC2=CC(=CC=C12)OC (4-aminomethyl-7-methoxychroman hydrochloride), N1=CC=CC=C1 (pyridine), oil, ice water. Procedure: 14.8 g (64.4 mmol) of 4-aminomethyl-7-methoxychroman hydrochloride are dissolved in 75 ml of pyridine and treated with cooling to 0° C. with 13.4 g of 2-methoxy-5-chlorobenzoyl chloride. The mixture is stirred for 1.5 hours at room temperature and for 1 hour at 60° C. The cooled reaction mixture is partitioned between water and methylene chloride. The aqueous phase is extracted three times with methylene chloride. The combined organic phases are washed with 2N hydrochloric acid, water and bicarb... Conditions: temperature 60 celsius, time 1 hour. RXN SMILES: Cl.[NH2:2][CH2:3][CH:4]1[C:13]2[C:8](=[CH:9][C:10]([O:14][CH3:15])=[CH:11][CH:12]=2)[O:7][CH2:6][CH2:5]1.[CH3:16][O:17][C:18]1[CH:26]=[CH:25][C:24]([Cl:27])=[CH:23][C:19]=1[C:20](Cl)=[O:21].Cl[S:29]([OH:32])(=O)=[O:30].[N:33]1C=CC=CC=1>>[Cl:27][C:24]1[CH:25]=[CH:26][C:18]([O:17][CH3:16])=[C:19]([CH:23]=1)[C:20]([NH:2][CH2:3][CH:4]1[C:13]2[C:8](=[CH:9][C:10]([O:14][CH3:15])=[C:11]([S:29](=[O:32])(=[O:30])[NH2:33])[CH:12]=2)[O:7][CH2:6][CH2:5]1)=[O:21] |f:0.1|. Product: ClC=1C=CC(=C(C(=O)NCC2CCOC3=CC(=C(C=C23)S(N)(=O)=O)OC)C1)OC (4-(5-Chloro-2-methoxybenzamidomethyl)-6-sulfamoyl-7-methoxychroman). Starting materials: C(C)(=O)NC1=CC=C(C=C1)C1=NN(C(C2=CC=C(C=C12)SC)C)C(NCC)=O (4-(4-Acetylaminophenyl)-1,2-dihydro-1-methyl-2-ethylcarbamoyl-6-methylthiophthalazine). The solvent is CO (methanol), [OH-].[Na+] (NaOH), O (water). The product is NC1=CC=C(C=C1)C1=NN(C(C2=CC=C(C=C12)SC)C)C(NCC)=O (4-(4-Aminophenyl)-1,2-dihydro-1-methyl-2-ethylcarbamoyl-6-methylthiophthalazine). Isolated yield 87.0%. RXN SMILES: C([NH:4][C:5]1[CH:10]=[CH:9][C:8]([C:11]2[C:20]3[C:15](=[CH:16][CH:17]=[C:18]([S:21][CH3:22])[CH:19]=3)[CH:14]([CH3:23])[N:13]([C:24](=[O:28])[NH:25][CH2:26][CH3:27])[N:12]=2)=[CH:7][CH:6]=1)(=O)C>CO.[OH-].[Na+].O>[NH2:4][C:5]1[CH:10]=[CH:9][C:8]([C:11]2[C:20]3[C:15](=[CH:16][CH:17]=[C:18]([S:21][CH3:22])[CH:19]=3)[CH:14]([CH3:23])[N:13]([C:24](=[O:28])[NH:25][CH2:26][CH3:27])[N:12]=2)=[CH:7][CH:6]=1 |f:2.3|. Procedure details: The solution of acetyl amide 9 in methanol and NaOH (2 N) was refluxing until there is no more starting material left monitored by TLC. The solution was diluted with water, and extracted with DCM three times. Removal of the solvent afforded the crude product, which was purified by using a silica gel column, gave the desired products 12 (Yield: 87%). 1HNMR (CDCl3): 7.45 (d, J=8.6 Hz, 2H), 7.35-7.25 (m, 4H), 6.78 (d, J=8.6 Hz, 2H), 6.53 (br, 1H), 5.60 (q, J=13.2 Hz, 1H), 3.42 (m, 2H), 2.40 (s, 3H)... Starting materials: C(C1=CC=CC=C1)O[C@H]1[C@@H](OC([C@H]([C@@H]1OCC1=CC=CC=C1)OCC1=CC=CC=C1)=C)C1=CC(=C(C=C1)Cl)CC1=CC=C(C=C1)OCC ((2S,3S,4R,5S)-3,4,5-tris-benzyloxy-2-[4-chloro-3-(4-ethoxy-benzyl)-phenyl]-6-methylene-tetrahydro-pyran), [N+](=[N-])=CC(=O)OCC (ethyl diazoacetate). The reagents and catalysts are C(C)(=O)[O-].[Rh+3].C(C)(=O)[O-].C(C)(=O)[O-] (rhodium acetate). Solvent: ClCCl (dichloromethane), O (water). Conditions: time 18 hour. Product: C(C)OC(=O)C1CC12O[C@H]([C@@H]([C@H]([C@@H]2OCC2=CC=CC=C2)OCC2=CC=CC=C2)OCC2=CC=CC=C2)C2=CC(=C(C=C2)Cl)CC2=CC=C(C=C2)OCC ((5S,6S,7R,8S)-6,7,8-tris-benzyloxy-5-[4-chloro-3-(4-ethoxy-benzyl)-phenyl]-4-oxa-spiro[2.5]octane-1-carboxylic acid ethyl ester). RXN SMILES: [CH2:1]([O:8][C@@H:9]1[C@@H:14]([O:15][CH2:16][C:17]2[CH:22]=[CH:21][CH:20]=[CH:19][CH:18]=2)[C@H:13]([O:23][CH2:24][C:25]2[CH:30]=[CH:29][CH:28]=[CH:27][CH:26]=2)[C:12](=[CH2:31])[O:11][C@H:10]1[C:32]1[CH:37]=[CH:36][C:35]([Cl:38])=[C:34]([CH2:39][C:40]2[CH:45]=[CH:44][C:43]([O:46][CH2:47][CH3:48])=[CH:42][CH:41]=2)[CH:33]=1)[C:2]1[CH:7]=[CH:6][CH:5]=[CH:4][CH:3]=1.[N+](=[CH:51][C:52]([O:54][CH2:55][CH3:56])=[O:53])=[N-]>ClCCl.O.C([O-])(=O)C.[Rh+3].C([O-])(=O)C.C([O-])(=O)C>[CH2:55]([O:54][C:52]([CH:51]1[C:12]2([C@@H:13]([O:23][CH2:24][C:25]3[CH:30]=[CH:29][CH:28]=[CH:27][CH:26]=3)[C@H:14]([O:15][CH2:16][C:17]3[CH:18]=[CH:19][CH:20]=[CH:21][CH:22]=3)[C@@H:9]([O:8][CH2:1][C:2]3[CH:7]=[CH:6][CH:5]=[CH:4][CH:3]=3)[C@H:10]([C:32]3[CH:37]=[CH:36][C:35]([Cl:38])=[C:34]([CH2:39][C:40]4[CH:45]=[CH:44][C:43]([O:46][CH2:47][CH3:48])=[CH:42][CH:41]=4)[CH:33]=3)[O:11]2)[CH2:31]1)=[O:53])[CH3:56] |f:4.5.6.7|. Reported procedure: To a solution of (2S,3S,4R,5S)-3,4,5-tris-benzyloxy-2-[4-chloro-3-(4-ethoxy-benzyl)-phenyl]-6-methylene-tetrahydro-pyran (See Ex. 1, step III, 100 mg, 0.15 mmole) and rhodium acetate dimmer (0.13 mg, 0.002 mmole) in dry dichloromehane (5 mL), ethyl diazoacetate in dichloromethane (2 mL) was added during 3 hours at room temperature and stirred for 18 hours. The reaction mixture was diluted with water (20 mL) and extracted with DCM (2×30 mL). The crude product was purified by silica gel column chr... Reported procedure: In a 4 mL microwave vial 2-chloro-7-cyclopentyl-7H-pyrrolo[2,3-d]pyrimidine-6-carboxylic acid dimethylamide (98 mg, 0.336 mmol), 3-(6-amino-pyridazine-3-carbonyl)-3,8-diaza-bicyclo[3.2.1]octane-8-carboxylic acid tert-butyl ester (112 mg, 0.336 mmol), BINAP (10.5 mg, 0.017 mmol), Cs2CO3 (164 mg, 0.504 mmol) and Pd(OAc)2 (3.8 mg, 0.017 mmol) were added together. The tube was capped and then purged with N2 three times. Dioxane (1.68 mL) was added and the capped tube was heated to 120° C. for 20 min... The yield is 58.0%. The product is C(C)(C)(C)OC(=O)N1C2CN(CC1CC2)C(=O)C=2N=NC(=CC2)NC=2N=CC1=C(N2)N(C(=C1)C(N(C)C)=O)C1CCCC1 (3-[6-(7-Cyclopentyl-6-dimethylcarbamoyl-7H-pyrrolo[2,3-d]pyrimidin-2-ylamino)-pyridazine-3-carbonyl]-3,8-diaza-bicyclo[3.2.1]octane-8-carboxylic acid tert-butyl ester). The solvent is O (water). As a reaction SMILES: [CH3:1][N:2]([CH3:20])[C:3]([C:5]1[N:14]([CH:15]2[CH2:19][CH2:18][CH2:17][CH2:16]2)[C:8]2[N:9]=[C:10](Cl)[N:11]=[CH:12][C:7]=2[CH:6]=1)=[O:4].[C:21]([O:25][C:26]([N:28]1[CH:33]2[CH2:34][CH2:35][CH:29]1[CH2:30][N:31]([C:36]([C:38]1[N:39]=[N:40][C:41]([NH2:44])=[CH:42][CH:43]=1)=[O:37])[CH2:32]2)=[O:27])([CH3:24])([CH3:23])[CH3:22].C([O-])([O-])=O.[Cs+].[Cs+]>O.CC([O-])=O.CC([O-])=O.[Pd+2].C1C=CC(P(C2C(C3C(P(C4C=CC=CC=4)C4C=CC=CC=4)=CC=C4C=3C=CC=C4)=C3C(C=CC=C3)=CC=2)C2C=CC=CC=2)=CC=1>[C:21]([O:25][C:26]([N:28]1[CH:33]2[CH2:34][CH2:35][CH:29]1[CH2:30][N:31]([C:36]([C:38]1[N:39]=[N:40][C:41]([NH:44][C:10]3[N:11]=[CH:12][C:7]4[CH:6]=[C:5]([C:3](=[O:4])[N:2]([CH3:20])[CH3:1])[N:14]([CH:15]5[CH2:19][CH2:18][CH2:17][CH2:16]5)[C:8]=4[N:9]=3)=[CH:42][CH:43]=1)=[O:37])[CH2:32]2)=[O:27])([CH3:24])([CH3:22])[CH3:23] |f:2.3.4,6.7.8|. Reaction conditions: temperature 120 celsius. The reagents and catalysts are CC(=O)[O-].CC(=O)[O-].[Pd+2] (Pd(OAc)2), C=1C=CC(=CC1)P(C=2C=CC=CC2)C3=CC=C4C=CC=CC4=C3C5=C6C=CC=CC6=CC=C5P(C=7C=CC=CC7)C=8C=CC=CC8 (BINAP). The reactants are CN(C(=O)C1=CC2=C(N=C(N=C2)Cl)N1C1CCCC1)C (2-chloro-7-cyclopentyl-7H-pyrrolo[2,3-d]pyrimidine-6-carboxylic acid dimethylamide), C(C)(C)(C)OC(=O)N1C2CN(CC1CC2)C(=O)C=2N=NC(=CC2)N (3-(6-amino-pyridazine-3-carbonyl)-3,8-diaza-bicyclo[3.2.1]octane-8-carboxylic acid tert-butyl ester), C(=O)([O-])[O-].[Cs+].[Cs+] (Cs2CO3).